This data is from the Open Reaction Database (ORD), a public repository of structured organic reaction records. The task is: describe an organic reaction: reactants, conditions, products, and yield Product: CCCC(=O)c1cnc2c(OC)cccc2c1Nc1ccc(OC(C)=O)cc1C. Starting materials: CCCC(=O)c1cnc2c(OC)cccc2c1Nc1ccc(O)cc1C, CC(=O)OC(C)=O, c1ccncc1. RXN SMILES: [C:1]([CH2:2][CH2:3][CH3:4])(=[O:5])[c:6]1[cH:7][n:8][c:9]2[c:10]([O:25][CH3:26])[cH:11][cH:12][cH:13][c:14]2[c:15]1[NH:16][c:17]1[c:18]([CH3:24])[cH:19][c:20]([OH:23])[cH:21][cH:22]1.[CH3:27][C:28](=[O:29])[O:30][C:31](=[O:32])[CH3:33].[cH:34]1[cH:35][cH:36][n:37][cH:38][cH:39]1>>[C:1]([CH2:2][CH2:3][CH3:4])(=[O:5])[c:6]1[cH:7][n:8][c:9]2[c:10]([O:25][CH3:26])[cH:11][cH:12][cH:13][c:14]2[c:15]1[NH:16][c:17]1[c:18]([CH3:24])[cH:19][c:20]([O:23][C:28]([CH3:27])=[O:29])[cH:21][cH:22]1. Reactants: C(C)(=O)OC1(COC2=C(OC1)C=CC(=C2)NS(=O)(=O)C)CN(C(C)=O)C(C)C (3-Acetoxy-3-(N-acetylisopropylaminomethyl)-7-methanesulfonamido-3,4-dihydro-2H-1,5-benzodioxepin), CO (methanol), CO (methanol), [OH-].[Na+] (sodium hydroxide). Solvent: O (water). The product is OC1(COC2=C(OC1)C=CC(=C2)NS(=O)(=O)C)CNC(C)C (3-hydroxy-3-isopropylaminomethyl-7-methanesulfonamido-3,4-dihydro-2H-1,5-benzodioxepin). Reaction SMILES: C([O:4][C:5]1([CH2:21][N:22]([CH:26]([CH3:28])[CH3:27])C(=O)C)[CH2:11][O:10][C:9]2[CH:12]=[CH:13][C:14]([NH:16][S:17]([CH3:20])(=[O:19])=[O:18])=[CH:15][C:8]=2[O:7][CH2:6]1)(=O)C.CO.[OH-].[Na+]>O>[OH:4][C:5]1([CH2:21][NH:22][CH:26]([CH3:28])[CH3:27])[CH2:11][O:10][C:9]2[CH:12]=[CH:13][C:14]([NH:16][S:17]([CH3:20])(=[O:19])=[O:18])=[CH:15][C:8]=2[O:7][CH2:6]1 |f:2.3|. Procedure details: 3-Acetoxy-3-(N-acetylisopropylaminomethyl)-7-methanesulfonamido-3,4-dihydro-2H-1,5-benzodioxepin (4.2 g., 10 millimole) in 20 ml. methanol is treated with 2 g. (50 millimoles) of sodium hydroxide in 20 ml. of methanol. The mixture is refluxed for 3 hours, cooled, and diluted with 400 mls. of water, neutralized with acid and extracted with ether. The combined ethereal solutions are washed with water, dried over anhydrous sodium sulfate, and evaporated to give 3-hydroxy-3-isopropylaminomethyl-7-me...